From a dataset of the Open Reaction Database (ORD), a public repository of structured organic reaction records. describe an organic reaction: reactants, conditions, products, and yield Reactants: CN1N=CC=C1C(=O)O (1-methyl-1H-pyrazole-5-carboxylic acid), C(C(=O)Cl)(=O)Cl (oxalyl chloride), ClC1=C(C=C(C=C1)OC)C=1C(=NC(=CC1)N)N (3-(2-chloro-5-methoxyphenyl)pyridine-2,6-diamine), N1=C(C=CC=C1C)C (lutidine). The reagents and catalysts are CN(C=O)C (dimethylformamide). Solvent: ClCCl (dichloromethane), C(C)#N (acetonitrile), C(C)#N (acetonitrile). Reaction conditions: time 18 hour. Yields the product NC1=C(C=CC(=N1)NC(=O)C1=CC=NN1C)C1=C(C=CC(=C1)OC)Cl (N-[6-Amino-5-(2-chloro-5-methoxyphenyl)pyridin-2-yl]-1-methyl-1H-pyrazole-5-carboxamide). The yield is 49.3%. As a reaction SMILES: [CH3:1][N:2]1[C:6]([C:7]([OH:9])=O)=[CH:5][CH:4]=[N:3]1.C(Cl)(=O)C(Cl)=O.[Cl:16][C:17]1[CH:22]=[CH:21][C:20]([O:23][CH3:24])=[CH:19][C:18]=1[C:25]1[C:26]([NH2:32])=[N:27][C:28]([NH2:31])=[CH:29][CH:30]=1.N1C(C)=CC=CC=1C>ClCCl.CN(C)C=O.C(#N)C>[NH2:32][C:26]1[N:27]=[C:28]([NH:31][C:7]([C:6]2[N:2]([CH3:1])[N:3]=[CH:4][CH:5]=2)=[O:9])[CH:29]=[CH:30][C:25]=1[C:18]1[CH:19]=[C:20]([O:23][CH3:24])[CH:21]=[CH:22][C:17]=1[Cl:16]. Procedure details: To a solution of 1-methyl-1H-pyrazole-5-carboxylic acid (5.28 g, 41.9 mmol) in dichloromethane (55 ml) was added oxalyl chloride (9.14 ml, 104.8 mmol) followed by 3 drops of dimethylformamide. The reaction was stirred at room temperature for 18 hours before concentration in vacuo. The residue was dissolved in acetonitrile (42 ml) and added dropwise to a cooled solution of 3-(2-chloro-5-methoxyphenyl)pyridine-2,6-diamine (preparation 1, 9.5 g, 38 mmol) and lutidine (6.6 ml, 57.1 mmol) in acetonit... Starting materials: CC(C)(C)c1ccc(O)c(C(C)(C)C)c1, CC(C)(C)C1CCC(=O)C(C(C)(C)C)C1, [Ni]. Product: CC(C)(C)C1CCC(O)C(C(C)(C)C)C1. RXN SMILES: [C:16]([c:17]1[cH:18][c:19]([C:20]([CH3:21])([CH3:22])[CH3:23])[cH:24][cH:25][c:26]1[OH:27])([CH3:28])([CH3:29])[CH3:30].[C:1]([CH3:2])([CH3:3])([CH3:4])[CH:5]1[C:6](=[O:15])[CH2:7][CH2:8][CH:9]([C:11]([CH3:12])([CH3:13])[CH3:14])[CH2:10]1.[Ni:31]>>[C:1]([CH3:2])([CH3:3])([CH3:4])[CH:5]1[CH:6]([OH:15])[CH2:7][CH2:8][CH:9]([C:11]([CH3:12])([CH3:13])[CH3:14])[CH2:10]1. Reactants: CC(C)=CC(=O)O, CC(C)=CCO, CC(=O)C=C(C)C. Product: CC(=O)C=C(C)CCC=C(C)C. As a reaction SMILES: [CH3:14][C:15]([CH3:16])=[CH:17][C:18]([OH:19])=[O:20].[CH3:8][C:9]([CH3:10])=[CH:11][CH2:12][OH:13].[O:1]=[C:2]([CH3:3])[CH:4]=[C:5]([CH3:6])[CH3:7]>>[O:1]=[C:2]([CH3:3])[CH:4]=[C:5]([CH3:6])[CH2:7][CH2:12][CH:11]=[C:9]([CH3:8])[CH3:10]. Reactants: C(#N)C=1C=C(C=CC1)C=CC(=O)C1=CC(=CC=C1)C#N (3,3′-dicyanochalcone), OS(=O)(=O)O (H2SO4), O (water), C(C)(=O)O (acetic acid). Run at temperature 130 celsius. Yields the product C(=O)(O)C=1C=C(C=CC1)C=CC(=O)C1=CC(=CC=C1)C(=O)O (3,3′-dicarboxychalcone). Reaction SMILES: [C:1]([C:3]1[CH:4]=[C:5]([CH:9]=[CH:10][C:11]([C:13]2[CH:18]=[CH:17][CH:16]=C(C#N)[CH:14]=2)=[O:12])[CH:6]=[CH:7][CH:8]=1)#N.[OH:21]S(O)(=O)=O.[OH2:26].[C:27]([OH:30])(=[O:29])[CH3:28]>>[C:1]([C:3]1[CH:4]=[C:5]([CH:9]=[CH:10][C:11]([C:13]2[CH:18]=[CH:17][CH:16]=[C:28]([C:27]([OH:30])=[O:29])[CH:14]=2)=[O:12])[CH:6]=[CH:7][CH:8]=1)([OH:21])=[O:26]. Procedure: A solution of 3,3′-dicyanochalcone from step 1 (2.0 g, 7.75 mmol) in glacial acetic acid (30 mL) was treated with a mixture of concentrated H2SO4 (10 mL) and water (10 mL). The reaction mixture was heated to 130° C. for 12 hours, cooled to room temperature and filtered. The precipitate was washed with water (3×100 mL) and dried in vacuo to give 3,3′-dicarboxychalcone as a yellow solid. MS (APCI) m/z 295 (M+−1, 100%). 13C NMR (50 MHz, d6-DMSO); δ122.5, 128.6, 128.7, 129.2, 130.8, 131.0, 131.2, 13... Reactants: COC(=O)N1C(CC(CC1)C(=O)O)C1=C(C=C(C=C1)C(F)(F)F)C (1-(Methoxycarbonyl)-2-(2-methyl-4-(trifluoromethyl)phenyl)piperidine-4-carboxylic acid), COC(=O)N1C(CC(CC1)C(=O)O)C1=C(C=C(C=C1)C(F)(F)F)C (1-(Methoxycarbonyl)-2-(2-methyl-4-(trifluoromethyl)phenyl)piperidine-4-carboxylic acid), N1(C=NC=C1)C(=O)N1C=NC=C1 (di(1H-imidazol-1-yl)methanone), C(C)OC(CC(=O)[O-])=O.[K+] (potassium 3-ethoxy-3-oxopropanoate), [Cl-].[Mg+2].[Cl-] (magnesium chloride). Run in C1CCOC1 (THF), C1CCOC1 (THF). Run at time 8 hour. The product is C(C)OC(CC(=O)[C@@H]1C[C@@H](N(CC1)C(=O)OC)C1=C(C=C(C=C1)C(F)(F)F)C)=O (cis-methyl 4-(3-ethoxy-3-oxopropanoyl)-2-(2-methyl-4-(trifluoromethyl)phenyl)piperidine-1-carboxylate). Isolated yield 67.0%. Reaction SMILES: [CH3:1][O:2][C:3]([N:5]1[CH2:10][CH2:9][CH:8]([C:11](O)=[O:12])[CH2:7][CH:6]1[C:14]1[CH:19]=[CH:18][C:17]([C:20]([F:23])([F:22])[F:21])=[CH:16][C:15]=1[CH3:24])=[O:4].N1(C(N2C=CN=C2)=O)C=CN=C1.[CH2:37]([O:39][C:40](=[O:45])[CH2:41]C([O-])=O)[CH3:38].[K+].[Cl-].[Mg+2].[Cl-]>C1COCC1>[CH2:37]([O:39][C:40](=[O:45])[CH2:41][C:11]([C@H:8]1[CH2:9][CH2:10][N:5]([C:3]([O:2][CH3:1])=[O:4])[C@@H:6]([C:14]2[CH:19]=[CH:18][C:17]([C:20]([F:22])([F:23])[F:21])=[CH:16][C:15]=2[CH3:24])[CH2:7]1)=[O:12])[CH3:38] |f:2.3,4.5.6|. Procedure details: 1-(Methoxycarbonyl)-2-(2-methyl-4-(trifluoromethyl)phenyl)piperidine-4-carboxylic acid (7.79 g, 22.56 mmol) (reference compound 31) was dissolved in THF (60 mL) and then di(1H-imidazol-1-yl)methanone (5.49 g, 33.84 mmol) was added. The reaction was stirred overnight at room temperature (flask 1). In a separate flask potassium 3-ethoxy-3-oxopropanoate (7.68 g, 45.12 mmol) and anhydrous magnesium chloride (4.30 g, 45.12 mmol) were suspended in THF (60.0 mL) and stirred at 50° C. under nitrogen ove... Starting materials: CN(C(=O)C=1OC=CC1C(C)C)C (N,N-dimethyl-3-(1-methylethyl)-2-furanecarboxamide), [H-].[Al+3].[Li+].[H-].[H-].[H-] (lithium aluminium hydride), O (water). Solvent: O1CCCC1 (tetrahydrofuran). Yields the product CN(CC=1OC=CC1C(C)C)C (N,N-Dimethyl-3-(1-methylethyl)-2-furanmethanamine). Yield: 63.2%. Reaction SMILES: [CH3:1][N:2]([CH3:13])[C:3]([C:5]1[O:6][CH:7]=[CH:8][C:9]=1[CH:10]([CH3:12])[CH3:11])=O.[H-].[Al+3].[Li+].[H-].[H-].[H-].O>O1CCCC1>[CH3:1][N:2]([CH3:13])[CH2:3][C:5]1[O:6][CH:7]=[CH:8][C:9]=1[CH:10]([CH3:11])[CH3:12] |f:1.2.3.4.5.6|. Procedure details: A solution of N,N-dimethyl-3-(1-methylethyl)-2-furanecarboxamide (12 g) in dry tetrahydrofuran (250 ml) was treated with lithium aluminium hydride (4.2 g). After 1 hour water (6 ml) was added and the filtered solution evaporated in vacuo. The residue was dissolved in 1 M hydrochloric acid (100 ml) and the solution was washed with diethyl ether (100 ml). The aqueous phase was basified and extracted with diethyl ether (2×150 ml), which was dried over anhydrous sodium sulphate. The solvent was remo...